Dataset: the Open Reaction Database (ORD), a public repository of structured organic reaction records. Task: describe an organic reaction: reactants, conditions, products, and yield The reactants are C=C(Cc1ccccc1)C(=O)OCc1ccccc1, COC(=O)C(N)C(C)(C)S. The product is COC(=O)C(N)C(C)(C)SCC(Cc1ccccc1)C(=O)OCc1ccccc1. RXN SMILES: [CH2:11]([c:12]1[cH:13][cH:14][cH:15][cH:16][cH:17]1)[C:18]([C:19](=[O:20])[O:21][CH2:22][c:23]1[cH:24][cH:25][cH:26][cH:27][cH:28]1)=[CH2:29].[CH3:1][O:2][C:3]([CH:4]([NH2:5])[C:6]([CH3:7])([CH3:8])[SH:9])=[O:10]>>[CH3:1][O:2][C:3]([CH:4]([NH2:5])[C:6]([CH3:7])([CH3:8])[S:9][CH2:29][CH:18]([CH2:11][c:12]1[cH:13][cH:14][cH:15][cH:16][cH:17]1)[C:19](=[O:20])[O:21][CH2:22][c:23]1[cH:24][cH:25][cH:26][cH:27][cH:28]1)=[O:10]. The reactants are FC(C(=O)O)(F)F.N[C@@H]1C(N(C\C=C/C1)C1=CC=CC=C1)=O ((S,Z)-3-Amino-1-phenyl-3,4-dihydro-1H-azepin-2(7H)-one trifluoroacetate), C(C=C)NC1=C(C=CC=C1)C (N-allyl-2-methylaniline). Product: FC(C(=O)O)(F)F.N[C@@H]1C(N(C\C=C/C1)C1=C(C=CC=C1)C)=O ((S,Z)-3-Amino-1-o-tolyl-3,4-dihydro-1H-azepin-2(7H)-one trifluoroacetate). RXN SMILES: [F:1][C:2]([F:7])([F:6])[C:3]([OH:5])=[O:4].[NH2:8][C@H:9]1[CH2:15][CH:14]=[CH:13][CH2:12][N:11]([C:16]2[CH:21]=[CH:20][CH:19]=[CH:18][CH:17]=2)[C:10]1=[O:22].[CH2:23](NC1C=CC=CC=1C)C=C>>[F:1][C:2]([F:7])([F:6])[C:3]([OH:5])=[O:4].[NH2:8][C@H:9]1[CH2:15][CH:14]=[CH:13][CH2:12][N:11]([C:16]2[CH:21]=[CH:20][CH:19]=[CH:18][C:17]=2[CH3:23])[C:10]1=[O:22] |f:0.1,3.4|. Reported procedure: (S,Z)-3-Amino-1-o-tolyl-3,4-dihydro-1H-azepin-2(7H)-one trifluoroacetate (17 mg, 0.051 mmol) was synthesized as described for the preparation of Intermediate 52 using N-allyl-2-methylaniline in step A. Anal. Calcd. for C13H16N2O m/z 216.2. found: 217.1 (M+H)+. The reactants are NC=1C=NC2=CC=CC=C2C1 (3-aminoquinoline), C[Si](C)(C)[N-][Si](C)(C)C.[Na+] (NaHMDS), C(C)(=O)O (acetic acid), ClC1=NC(=NC(=N1)N1CCOCC1)N1C(=NC2=C1C=CC=C2)C(F)F (1-[4-chloro-6-(4-morpholinyl)-1,3,5-triazin-2-yl]-2-(difluoromethyl)-1H-benzimidazole). Run in C1CCOC1 (THF), O (water), C1CCOC1 (THF). Conditions: time 15 minute. Product: FC(C1=NC2=C(N1C1=NC(=NC(=N1)N1CCOCC1)NC=1C=NC3=CC=CC=C3C1)C=CC=C2)F (N-[4-[2-(difluoromethyl)-1H-benzimidazol-1-yl]-6-(4-morpholinyl)-1,3,5-triazin-2-yl]-3-quinolinamine). Yield: 45.7%. RXN SMILES: [NH2:1][C:2]1[CH:3]=[N:4][C:5]2[C:10]([CH:11]=1)=[CH:9][CH:8]=[CH:7][CH:6]=2.C[Si]([N-][Si](C)(C)C)(C)C.[Na+].Cl[C:23]1[N:28]=[C:27]([N:29]2[CH2:34][CH2:33][O:32][CH2:31][CH2:30]2)[N:26]=[C:25]([N:35]2[C:39]3[CH:40]=[CH:41][CH:42]=[CH:43][C:38]=3[N:37]=[C:36]2[CH:44]([F:46])[F:45])[N:24]=1.C(O)(=O)C>C1COCC1.O>[F:46][CH:44]([F:45])[C:36]1[N:35]([C:25]2[N:26]=[C:27]([N:29]3[CH2:30][CH2:31][O:32][CH2:33][CH2:34]3)[N:28]=[C:23]([NH:1][C:2]3[CH:3]=[N:4][C:5]4[C:10]([CH:11]=3)=[CH:9][CH:8]=[CH:7][CH:6]=4)[N:24]=2)[C:39]2[CH:40]=[CH:41][CH:42]=[CH:43][C:38]=2[N:37]=1 |f:1.2|. Procedure: To a solution of 0.323 g (2.24 mmol) of 3-aminoquinoline in THF (5 mL) at 0° C. was added 1.6 mL of NaHMDS (2 M solution in THF), and the mixture was stirred for 15 min. A solution of 0.280 g (0.77 mmol) of 1-[4-chloro-6-(4-morpholinyl)-1,3,5-triazin-2-yl]-2-(difluoromethyl)-1H-benzimidazole in THF (4 mL) was added and the resulting mixture was stirred for 1 hr at RT. The resulting mixture was neutralized with acetic acid, diluted with water, and extracted with EtOAc. The organic layer was washe... Reactants: COC(=O)CBr, O=C(CCCCl)c1ccc(OCc2ccccc2)cc1, C1CCOC1, CCOC(C)=O, I, [Zn]. Yields the product COC(=O)CC1(c2ccc(OCc3ccccc3)cc2)CCCO1. RXN SMILES: [Br:21][CH2:22][C:23](=[O:24])[O:25][CH3:26].[CH2:1]([c:2]1[cH:3][cH:4][cH:5][cH:6][cH:7]1)[O:8][c:9]1[cH:10][cH:11][c:12]([C:15]([CH2:16][CH2:17][CH2:18][Cl:19])=[O:20])[cH:13][cH:14]1.[CH2:28]1[O:29][CH2:30][CH2:31][CH2:32]1.[CH3:33][CH2:34][O:35][C:36](=[O:37])[CH3:38].[I:27].[Zn:39]>>[CH2:1]([c:2]1[cH:3][cH:4][cH:5][cH:6][cH:7]1)[O:8][c:9]1[cH:10][cH:11][c:12]([C:15]2([CH2:22][C:23](=[O:24])[O:25][CH3:26])[CH2:16][CH2:17][CH2:18][O:20]2)[cH:13][cH:14]1. Starting materials: C(C=C)(=O)OC(CC)CCCCC (Octane-3-yl acrylate), CO (methanol), [N+](=O)([O-])C(C)[N+](=O)[O-] (Dinitroethane), [OH-].[K+] (potassium hydroxide). The solvent is O (water), O (water). Run at time 5 hour. Product: [N+](=O)([O-])C(CCC(=O)OC(CC)CCCCC)(C)[N+](=O)[O-] (octane-3-yl 4,4-dinitropentanoate). The yield is 80.5%. As a reaction SMILES: [N+:1]([CH:4]([N+:6]([O-:8])=[O:7])[CH3:5])([O-:3])=[O:2].[OH-].[K+].[C:11]([O:15][CH:16]([CH2:19][CH2:20][CH2:21][CH2:22][CH3:23])[CH2:17][CH3:18])(=[O:14])[CH:12]=[CH2:13].CO>O>[N+:1]([C:4]([N+:6]([O-:8])=[O:7])([CH3:5])[CH2:13][CH2:12][C:11]([O:15][CH:16]([CH2:19][CH2:20][CH2:21][CH2:22][CH3:23])[CH2:17][CH3:18])=[O:14])([O-:3])=[O:2] |f:1.2|. Procedure: Dinitroethane (2.4 g, 0.02 mol) and potassium hydroxide (1.2 g, 0.22 mol) were dissolved in 50 mL of water to form a first solution. 50 mL of water was added to the first solution to dissolve a salt remaining in the first solution to form a second solution. Octane-3-yl acrylate (8.3 mL, 0.05 mol) was mixed with 50 mL of methanol, and then the mixture was slowly added to the second solution to form a third solution. The third solution was stirred at room temperature for 5 hours. The reaction prod...